Task: describe an organic reaction: reactants, conditions, products, and yield. Dataset: the Open Reaction Database (ORD), a public repository of structured organic reaction records Reactants: CCn1c(C)cc2ccccc21, CCOc1cccc(N(CC)CC)c1, CC(=O)OC(C)=O, CC(=O)O, CC(C)O, [Cl-], [Cl-], N, O, [Zn+2], O=C1OC(=O)c2ncccc21. Yields the product O=C1OCc2ncccc21. As a reaction SMILES: [CH2:12]([n:13]1[c:14]2[c:15]([cH:16][cH:17][cH:18][cH:19]2)[cH:20][c:21]1[CH3:22])[CH3:23].[CH2:24]([N:25]([c:26]1[cH:27][c:28]([O:29][CH2:30][CH3:31])[cH:32][cH:33][cH:34]1)[CH2:35][CH3:36])[CH3:37].[CH3:38][C:39]([O:40][C:41](=[O:42])[CH3:43])=[O:44].[CH3:54][C:55](=[O:56])[OH:57].[CH:49]([OH:50])([CH3:51])[CH3:52].[Cl-:46].[Cl-:48].[NH3:45].[OH2:53].[Zn+2:47].[n:1]1[c:2]2[c:7]([cH:8][cH:9][cH:10]1)[C:6](=[O:11])[O:5][C:3]2=[O:4]>>[n:1]1[c:2]2[c:7]([cH:8][cH:9][cH:10]1)[C:6](=[O:11])[O:5][CH2:3]2.